The task is: describe an organic reaction: reactants, conditions, products, and yield. This data is from the Open Reaction Database (ORD), a public repository of structured organic reaction records. Starting materials: C(C)(C)(C)OC(=O)N1CCC(CC1)OC1=CC=C(NCC2=CC=C3C=CC(=CC3=C2)C#N)C=C1 (7-[[4-[(1-t-butoxycarbonyl-4-piperidyl)oxy]anilino]methyl]-2-naphthalenecarbonitrile), C(CC)S(=O)(=O)Cl (propanesulfonyl chloride). Product: C(C)(C)(C)OC(=O)N1CCC(CC1)OC1=CC=C(C=C1)N(S(=O)(=O)CCC)CC1=CC2=CC(=CC=C2C=C1)C#N (N-[4-[(1-t-Butoxycarbonyl-4-piperidyl)oxy]phenyl]-N-[(7-cyano-2-naphthyl)methyl]propanesulfonamide). RXN SMILES: [C:1]([O:5][C:6]([N:8]1[CH2:13][CH2:12][CH:11]([O:14][C:15]2[CH:34]=[CH:33][C:18]([NH:19][CH2:20][C:21]3[CH:30]=[C:29]4[C:24]([CH:25]=[CH:26][C:27]([C:31]#[N:32])=[CH:28]4)=[CH:23][CH:22]=3)=[CH:17][CH:16]=2)[CH2:10][CH2:9]1)=[O:7])([CH3:4])([CH3:3])[CH3:2].[CH2:35]([S:38](Cl)(=[O:40])=[O:39])[CH2:36][CH3:37]>>[C:1]([O:5][C:6]([N:8]1[CH2:13][CH2:12][CH:11]([O:14][C:15]2[CH:16]=[CH:17][C:18]([N:19]([CH2:20][C:21]3[CH:22]=[CH:23][C:24]4[C:29](=[CH:28][C:27]([C:31]#[N:32])=[CH:26][CH:25]=4)[CH:30]=3)[S:38]([CH2:35][CH2:36][CH3:37])(=[O:40])=[O:39])=[CH:33][CH:34]=2)[CH2:10][CH2:9]1)=[O:7])([CH3:4])([CH3:2])[CH3:3]. Procedure: Starting compound: 7-[[4-[(1-t-butoxycarbonyl-4-piperidyl)oxy]anilino]methyl]-2-naphthalenecarbonitrile, propanesulfonyl chloride. The reactants are C(C)(=O)N1CCC=2C=C3C(=CC12)C(C(N3)=O)=O (5-acetyl-1,5,6,7-tetrahydro-pyrrolo[2,3-f]indole-2,3-dione), Br (HBr), C1=CC(=CC=C1NN)S(=O)(=O)N.Cl (4-sulfonamidophenylhydrazine hydrochloride). Solvent: CCO (EtOH), O (water). Product: Br.O=C1C(C=2C(=CC=3CCNC3C2)N1)=NNC1=CC=C(C=C1)S(=O)(=O)N (4-[N′-(2-Oxo-2,5,6,7-tetrahydro-1H-pyrrolo[2,3-f]indol-3-ylidene)-hydrazino]-benzenesulfonamide hydrobromide). The yield is 17.0%. Reaction SMILES: C([N:4]1[C:12]2[CH:11]=[C:10]3[C:13](=O)[C:14](=[O:16])[NH:15][C:9]3=[CH:8][C:7]=2[CH2:6][CH2:5]1)(=O)C.[CH:18]1[C:23]([NH:24][NH2:25])=[CH:22][CH:21]=[C:20]([S:26]([NH2:29])(=[O:28])=[O:27])[CH:19]=1.Cl.[BrH:31]>O.CCO>[BrH:31].[O:16]=[C:14]1[NH:15][C:9]2=[CH:8][C:7]3[CH2:6][CH2:5][NH:4][C:12]=3[CH:11]=[C:10]2[C:13]1=[N:25][NH:24][C:23]1[CH:22]=[CH:21][C:20]([S:26]([NH2:29])(=[O:27])=[O:28])=[CH:19][CH:18]=1 |f:1.2,6.7|. Procedure: A solution of 0.10 g (0.44 mmol) of 5-acetyl-1,5,6,7-tetrahydro-pyrrolo[2,3-f]indole-2,3-dione in 3 mL of conc. HBr was heated to 100° C. for 18 h. The mixture was cooled to ambient temperature, diluted with 10 mL of water and filtered. The filtrate was concentrated in vacuo and added to a solution of 0.05 g (0.2 mmol) 4-sulfonamidophenylhydrazine hydrochloride in 5 mL of EtOH. The mixture was heated to 80° C. for 1 h and cooled to ambient tempurature. The resulting solid was collected by vacuum... The reactants are C1=COCC1, CN(C)C=O, O=c1[nH]cc(F)c(=O)[nH]1. RXN SMILES: [CH2:10]1[CH2:11][CH:12]=[CH:13][O:14]1.[CH3:15][N:16]([CH3:17])[CH:18]=[O:19].[F:1][c:2]1[c:3](=[O:9])[nH:4][c:5](=[O:8])[nH:6][cH:7]1>>[F:1][c:2]1[c:3](=[O:9])[nH:4][c:5](=[O:8])[n:6]([CH:13]2[CH2:12][CH2:11][CH2:10][O:14]2)[cH:7]1. The product is O=c1[nH]c(=O)n(C2CCCO2)cc1F. Reactants: CC(=O)C1=C(C=2C=C(C(=NC2N(C1=O)C)C=3C=CC(=CC3Cl)Cl)C=4C=CC(=CC4)Cl)NC(=O)C (NAPHTHYRIDINONE), CC1(OB(OC1(C)C)C1=CC=C(C=C1)[C@H]1[C@@H](C1)C(=O)O)C (2-(trans)-[4-(4,4,5,5-Tetramethyl-1,3,2-dioxaborolan-2-yl)phenyl]cyclopropanecarboxylic acid), C(=O)([O-])[O-].[Na+].[Na+] (Na2CO3), C1=CC=C(C=C1)P(C2=CC=CC=C2)C3=CC=CC=C3 (PPh3), PdCl2dppf, C(CC)O.CN(C)C=O (n-propanol DMF). The reagents and catalysts are CC(=O)[O-].CC(=O)[O-].[Pd+2] (Pd(OAc)2). Conditions: time 2 hour. Yields the product C1(CC1)NC(=O)C1=CN(C2=NC=CC=C2C1=O)C=1C=C(C=CC1)C1=CC=C(C=C1)[C@H]1[C@@H](C1)C(=O)O (2-(trans)-{3′-[3-[(Cyclopropylamino)carbonyl]-4-oxo-1,8-naphthyridin-1(4H)-yl]-1,1′-biphenyl-4-yl}cyclopropanecarboxylic acid). Reaction SMILES: C[C:2]([C:4]1[C:13](=O)[N:12]([CH3:15])[C:11]2[N:10]=[C:9](C3C=CC(Cl)=CC=3Cl)[C:8](C3C=CC(Cl)=CC=3)=[CH:7][C:6]=2[C:5]=1NC(C)=O)=[O:3].CC1(C)C(C)(C)OB([C:43]2[CH:48]=[CH:47][C:46]([C@@H:49]3[CH2:51][C@H:50]3[C:52]([OH:54])=[O:53])=[CH:45][CH:44]=2)O1.C([O-])([O-])=[O:57].[Na+].[Na+].C1C=CC(P([C:75]2[CH:80]=[CH:79][CH:78]=[CH:77]C=2)C2C=CC=CC=2)=CC=1.[CH2:81](O)[CH2:82]C.C[N:86]([CH:88]=O)C>CC([O-])=O.CC([O-])=O.[Pd+2]>[CH:88]1([NH:86][C:2]([C:4]2[C:5](=[O:57])[C:6]3[C:11](=[N:10][CH:9]=[CH:8][CH:7]=3)[N:12]([C:15]3[CH:75]=[C:80]([C:43]4[CH:44]=[CH:45][C:46]([C@@H:49]5[CH2:51][C@H:50]5[C:52]([OH:54])=[O:53])=[CH:47][CH:48]=4)[CH:79]=[CH:78][CH:77]=3)[CH:13]=2)=[O:3])[CH2:82][CH2:81]1 |f:2.3.4,6.7,8.9.10|. Reported procedure: A mixture of NAPHTHYRIDINONE 2 (1.0 eq), acid from step 3 (1.5 eq), Na2CO3 (3.5 eq; 2M in H2O), Pd(OAc)2 (0.05 eq.) and PPh3 (0.15 eq.) or PdCl2dppf (0.05 eq) in n-propanol-DMF (1:1, 0.1M) was stilled at 70° C. for 2 h. The mixture was cooled to it, quenched with AcOH and diluted with EtOAc. The combined organic extracts were washed with brine, dried over Na2SO4, filtered and concentrated. Flash chromatography (CH2Cl2:EtOAc, 60:40, 2% AcOH) afforded the title compound as a white solid.